Dataset: the Open Reaction Database (ORD), a public repository of structured organic reaction records. Task: describe an organic reaction: reactants, conditions, products, and yield The reactants are C(C(C)C)NC1=CC=C(C=N1)C(=O)C1=CNC2=NC=CC=C21 ((6-Isobutylamino-pyridin-3-yl)-(1H-pyrrolo[2,3-b]pyridin-3-yl)-methanone), C1(CCCCC1)CNC1=CC=C(C=N1)C(=O)C1=CNC2=NC=CC=C21 ([6-(Cyclohexylmethyl-amino)-pyridin-3-yl]-(1H-pyrrolo[2,3-b]pyridin-3-yl)-methanone). Yields the product C1(CCCCC1)CNC1=NC=C(C=C1)CC1=CNC2=NC=CC=C21 (Cyclohexylmethyl-[5-(1H-pyrrolo[2,3-b]pyridin-3-ylmethyl)-pyridin-2-yl]-amine). RXN SMILES: C(NC1N=CC(C(C2C3C(=NC=CC=3)NC=2)=O)=CC=1)C(C)C.[CH:23]1([CH2:29][NH:30][C:31]2[N:36]=[CH:35][C:34]([C:37]([C:39]3[C:47]4[C:42](=[N:43][CH:44]=[CH:45][CH:46]=4)[NH:41][CH:40]=3)=O)=[CH:33][CH:32]=2)[CH2:28][CH2:27][CH2:26][CH2:25][CH2:24]1>>[CH:23]1([CH2:29][NH:30][C:31]2[CH:32]=[CH:33][C:34]([CH2:37][C:39]3[C:47]4[C:42](=[N:43][CH:44]=[CH:45][CH:46]=4)[NH:41][CH:40]=3)=[CH:35][N:36]=2)[CH2:28][CH2:27][CH2:26][CH2:25][CH2:24]1. Reported procedure: was prepared following the protocol of Scheme 8, substituting (6-Isobutylamino-pyridin-3-yl)-(1H-pyrrolo[2,3-b]pyridin-3-yl)-methanone P-0025 with [6-(Cyclohexylmethyl-amino)-pyridin-3-yl]-(1H-pyrrolo[2,3-b]pyridin-3-yl)-methanone P-0031, (prepared as described in Example 5). MS (ESI) [M+H+]+=321. Starting materials: NN1C(CN(CC1)S(=O)(=O)C1=CC2=CC=C(C=C2C=C1)Cl)=O (1-amino-4-(6-chloronaphthalene-2-sulfonyl)-2-piperazinone), N1=CC(=CC=C1)N1CCC(CC1)=O (1-(3-pyridyl)-4-piperidone). Run in C1(=CC=CC=C1)C (toluene). The product is ClC=1C=C2C=CC(=CC2=CC1)S(=O)(=O)N1CC(N(CC1)N=C1CCN(CC1)C=1C=NC=CC1)=O (4-(6-Chloronaphthalene-2-sulfonyl)-1-[1-(3-pyridyl)-4-piperidinylideneamino]-2-piperazinone). Yield: 65.3%. RXN SMILES: [NH2:1][N:2]1[CH2:7][CH2:6][N:5]([S:8]([C:11]2[CH:20]=[CH:19][C:18]3[C:13](=[CH:14][CH:15]=[C:16]([Cl:21])[CH:17]=3)[CH:12]=2)(=[O:10])=[O:9])[CH2:4][C:3]1=[O:22].[N:23]1[CH:28]=[CH:27][CH:26]=[C:25]([N:29]2[CH2:34][CH2:33][C:32](=O)[CH2:31][CH2:30]2)[CH:24]=1>C1(C)C=CC=CC=1>[Cl:21][C:16]1[CH:17]=[C:18]2[C:13](=[CH:14][CH:15]=1)[CH:12]=[C:11]([S:8]([N:5]1[CH2:6][CH2:7][N:2]([N:1]=[C:32]3[CH2:31][CH2:30][N:29]([C:25]4[CH:24]=[N:23][CH:28]=[CH:27][CH:26]=4)[CH2:34][CH2:33]3)[C:3](=[O:22])[CH2:4]1)(=[O:9])=[O:10])[CH:20]=[CH:19]2. Procedure: Similarly to Example 3, a solution of 1-amino-4-(6-chloronaphthalene-2-sulfonyl)-2-piperazinone (510 mg) and 1-(3-pyridyl)-4-piperidone (260 mg) in toluene (20 ml) was refluxed for 7 hours. The reaction mixture was cooled to room temperature, and the resultant crystal was collected by filtration to obtain the title compound (480 mg) as colorless crystals. The reactants are C1CCOC1, COC(=O)c1ccc(Nc2ncc(-c3ccc(OC)cc3)cn2)cn1, CO, [Li+], [OH-], O. Product: COc1ccc(-c2cnc(Nc3ccc(C(=O)O)nc3)nc2)cc1. Reaction SMILES: [CH2:31]1[O:32][CH2:33][CH2:34][CH2:35]1.[CH3:1][O:2][C:3](=[O:4])[c:5]1[n:6][cH:7][c:8]([NH:11][c:12]2[n:13][cH:14][c:15](-[c:18]3[cH:19][cH:20][c:21]([O:24][CH3:25])[cH:22][cH:23]3)[cH:16][n:17]2)[cH:9][cH:10]1.[CH3:26][OH:27].[Li+:30].[OH-:29].[OH2:28]>>[O:2]=[C:3]([OH:4])[c:5]1[n:6][cH:7][c:8]([NH:11][c:12]2[n:13][cH:14][c:15](-[c:18]3[cH:19][cH:20][c:21]([O:24][CH3:25])[cH:22][cH:23]3)[cH:16][n:17]2)[cH:9][cH:10]1. The reactants are C=C(C)CC(C)(NS(=O)C(C)(C)C)c1ccc(F)c(Br)c1, C1COCCO1, Cl. RXN SMILES: [Br:1][c:2]1[cH:3][c:4]([C:9]([CH3:10])([CH2:11][C:12](=[CH2:13])[CH3:14])[NH:15][S:16]([C:17]([CH3:18])([CH3:19])[CH3:20])=[O:21])[cH:5][cH:6][c:7]1[F:8].[CH2:23]1[O:24][CH2:25][CH2:26][O:27][CH2:28]1.[ClH:22]>>[Br:1][c:2]1[cH:3][c:4]([C:9]([CH3:10])([CH2:11][C:12](=[CH2:13])[CH3:14])[NH2:15])[cH:5][cH:6][c:7]1[F:8]. Yields the product C=C(C)CC(C)(N)c1ccc(F)c(Br)c1. Starting materials: 3-butenyltributyltin, [N+](=O)([O-])C1=C(C=CC(=C1)[N+](=O)[O-])SCl (2,4-dinitrobenzene sulfenyl chloride), ice water. The solvent is C(C)(=O)O (acetic acid). Conditions: time 20 minute. Product: [N+](=O)([O-])C1=C(C=CC(=C1)[N+](=O)[O-])SC1=C(C=C(C=C1)[N+](=O)[O-])[N+](=O)[O-] (2,4-dinitrophenyl sulfide). As a reaction SMILES: [N+:1]([C:4]1[CH:9]=[C:8]([N+:10]([O-:12])=[O:11])[CH:7]=[CH:6][C:5]=1[S:13]Cl)([O-:3])=[O:2]>C(O)(=O)C>[N+:1]([C:4]1[CH:9]=[C:8]([N+:10]([O-:12])=[O:11])[CH:7]=[CH:6][C:5]=1[S:13][C:5]1[CH:6]=[CH:7][C:8]([N+:10]([O-:12])=[O:11])=[CH:9][C:4]=1[N+:1]([O-:3])=[O:2])([O-:3])=[O:2]. Reported procedure: To 1.38 g. of 3-butenyltributyltin was added 0.936 g. of 2,4-dinitrobenzene sulfenyl chloride in 20 ml. glacial acetic acid at steam bath temperature. The reaction mixture was warned on the steam bath for 20 minutes, poured into ice water and filtered. The mixture was extracted with pentane, dried and recrystallized from ethanol to yield cyclopropylcarbinyl 2,4-dinitrophenyl sulfide; m.p. 80°-81° C. Analysis for C and H confirmed the composition of the reaction product.